Dataset: the Open Reaction Database (ORD), a public repository of structured organic reaction records. Task: describe an organic reaction: reactants, conditions, products, and yield Procedure: Carnitine chloride (1.97 g; 0.01 moles) was dissolved in trifluoroacetic acid (10 cc). To the resulting solution 3-cyclopentanpropionyl chloride (1.60 g; 0.01 moles) was slowly added under stirring. The resulting mixture was kept under stirring at 45° C. overnight. The mixture was then cooled, acetone (40 ml) was added and the mixture was kept under stirring for 2 hours in ice. The precipitate thus formed was filtered off and to the filtrate ethyl ether was added. The white solid which precipita... Yield: 90.0%. The solvent is FC(C(=O)O)(F)F (trifluoroacetic acid). Product: C1(CCCC1)CCC(=O)C(O)(C[N+](C)(C)C)CC([O-])=O.[Cl-] (cyclopentanpropionyl carnitine chloride). Reaction SMILES: [CH3:1][N+:2]([CH2:5][CH:6]([OH:11])[CH2:7][C:8]([O-:10])=[O:9])([CH3:4])[CH3:3].[CH2:12]1[CH2:16][CH2:15][CH:14]([CH2:17][CH2:18][C:19]([Cl:21])=[O:20])[CH2:13]1.CC(C)=O>FC(F)(F)C(O)=O>[CH:14]1([CH2:17][CH2:18][C:19]([C:6]([CH2:7][C:8](=[O:10])[O-:9])([CH2:5][N+:2]([CH3:3])([CH3:4])[CH3:1])[OH:11])=[O:20])[CH2:15][CH2:16][CH2:12][CH2:13]1.[Cl-:21] |f:4.5|. Starting materials: C1CC(CC1)CCC(=O)Cl (3-cyclopentanpropionyl chloride), C[N+](C)(C)CC(CC(=O)[O-])O (Carnitine chloride), CC(=O)C (acetone). Reactants: CC(C)(C)OC(=O)N1Cc2cc3c(cc2CC1C(=O)O)OCC(c1ccc(OCc2ccc(Cl)c(Cl)c2)cc1)O3, COC(=O)C1Cc2cc3c(cc2CN1C(=O)OC(C)(C)C)OC(c1ccc(OCc2ccc(Cl)c(Cl)c2)cc1)CO3, COC(=O)C(N)Cc1ccc(-c2ccc(C#N)cc2)cc1, Cl. Yields the product COC(=O)C(Cc1ccc(-c2ccc(C#N)cc2)cc1)NC(=O)C1Cc2cc3c(cc2CN1C(=O)OC(C)(C)C)OC(c1ccc(OCc2ccc(Cl)c(Cl)c2)cc1)CO3. RXN SMILES: [C:42]([CH3:43])([CH3:44])([CH3:45])[O:46][C:47](=[O:48])[N:49]1[CH2:50][c:51]2[cH:52][c:53]3[c:54]([cH:55][c:56]2[CH2:57][CH:58]1[C:59](=[O:60])[OH:61])[O:62][CH2:63][CH:64]([c:66]1[cH:67][cH:68][c:69]([O:72][CH2:73][c:74]2[cH:75][c:76]([Cl:81])[c:77]([Cl:80])[cH:78][cH:79]2)[cH:70][cH:71]1)[O:65]3.[CH3:1][O:2][C:3]([CH:4]1[CH2:5][c:6]2[cH:7][c:8]3[c:29]([cH:30][c:31]2[CH2:32][N:33]1[C:34]([O:35][C:36]([CH3:37])([CH3:38])[CH3:39])=[O:40])[O:28][CH:11]([c:12]1[cH:13][cH:14][c:15]([O:16][CH2:17][c:18]2[cH:19][cH:20][c:21]([Cl:22])[c:23]([Cl:24])[cH:25]2)[cH:26][cH:27]1)[CH2:10][O:9]3)=[O:41].[CH3:83][O:84][C:85]([CH:86]([CH2:87][c:88]1[cH:89][cH:90][c:91](-[c:94]2[cH:95][cH:96][c:97]([C:100]#[N:101])[cH:98][cH:99]2)[cH:92][cH:93]1)[NH2:102])=[O:103].[ClH:82]>>[C:42]([CH3:43])([CH3:44])([CH3:45])[O:46][C:47](=[O:48])[N:49]1[CH2:50][c:51]2[cH:52][c:53]3[c:54]([cH:55][c:56]2[CH2:57][CH:58]1[C:59](=[O:61])[NH:102][CH:86]([C:85]([O:84][CH3:83])=[O:103])[CH2:87][c:88]1[cH:89][cH:90][c:91](-[c:94]2[cH:95][cH:96][c:97]([C:100]#[N:101])[cH:98][cH:99]2)[cH:92][cH:93]1)[O:62][CH2:63][CH:64]([c:66]1[cH:67][cH:68][c:69]([O:72][CH2:73][c:74]2[cH:75][c:76]([Cl:81])[c:77]([Cl:80])[cH:78][cH:79]2)[cH:70][cH:71]1)[O:65]3. The reactants are Cc1c(CS(C)=O)[n+]([O-])c2ccccc2[n+]1[O-], CSCc1c(C)[n+]([O-])c2ccccc2[n+]1[O-]. Yields the product CS(=O)Cc1c[n+]([O-])c2ccccc2[n+]1[O-]. As a reaction SMILES: [CH3:17][c:18]1[n+:19]([O-:33])[c:20]2[cH:21][cH:22][cH:23][cH:24][c:25]2[n+:26]([O-:32])[c:27]1[CH2:28][S:29](=[O:30])[CH3:31].[CH3:1][c:2]1[c:3]([CH2:4][S:5][CH3:6])[n+:7]([O-:8])[c:9]2[c:10]([cH:11][cH:12][cH:13][cH:14]2)[n+:15]1[O-:16]>>[cH:18]1[n+:19]([O-:33])[c:20]2[cH:21][cH:22][cH:23][cH:24][c:25]2[n+:26]([O-:32])[c:27]1[CH2:28][S:29](=[O:30])[CH3:31].